From a dataset of the Open Reaction Database (ORD), a public repository of structured organic reaction records. describe an organic reaction: reactants, conditions, products, and yield The reactants are C(#N)C1=C(C=CC=C1)OC (1-cyano-2-methoxybenzene), C(CCC)[Sn](CCCC)(CCCC)N=[N+]=[N-] (tributyltin azide). Solvent: C=1(C(=CC=CC1)C)C (xylene), C(C)OCC (diethyl ether). The product is COC1=C(C=CC=C1)C=1N=NNN1 (5-(2-methoxyphenyl)-2H-tetrazole). The yield is 98.1%. Reaction SMILES: [C:1]([C:3]1[CH:8]=[CH:7][CH:6]=[CH:5][C:4]=1[O:9][CH3:10])#[N:2].C([Sn]([N:24]=[N+:25]=[N-:26])(CCCC)CCCC)CCC>C1(C)C(C)=CC=CC=1.C(OCC)C>[CH3:10][O:9][C:4]1[CH:5]=[CH:6][CH:7]=[CH:8][C:3]=1[C:1]1[N:24]=[N:25][NH:26][N:2]=1. Reported procedure: A mixture of 1-cyano-2-methoxybenzene (1.02 g, 7.7 mmol) and tributyltin azide (3.4 g, 10.0 mmol) in 3.0 mL of xylene was heated under reflux for hours. The reaction mixture then was cooled and diluted with diethyl ether. Anhydrous hydrochloric acid was bubbled into the mixture and a white precipitate formed. The precipitate was collected by suction filtration and washed repeatedly with diethyl ether. Drying gave 5-(2-methoxyphenyl)-2H-tetrazole (1.33 g, 7.55 mmol). Reactants: O=C([O-])C(O)C(O)C(=O)[O-], CC(C)C[Al+]CC(C)C, Cc1ccccc1, [H-], [K+], [K+], [Na], CCOC(=O)c1sc(=O)n(Cc2ccccc2)c1C(F)(F)F. The product is O=c1sc(CO)c(C(F)(F)F)n1Cc1ccccc1. As a reaction SMILES: [C:34]([CH:35]([CH:36]([C:37]([O-:38])=[O:39])[OH:40])[OH:41])([O-:42])=[O:43].[CH2:24]([Al+:25][CH2:26][CH:27]([CH3:28])[CH3:29])[CH:30]([CH3:31])[CH3:32].[CH3:46][c:47]1[cH:48][cH:49][cH:50][cH:51][cH:52]1.[H-:23].[K+:44].[K+:45].[Na:33].[O:1]=[c:2]1[s:3][c:4]([C:18](=[O:19])[O:20][CH2:21][CH3:22])[c:5]([C:14]([F:15])([F:16])[F:17])[n:6]1[CH2:7][c:8]1[cH:9][cH:10][cH:11][cH:12][cH:13]1>>[O:1]=[c:2]1[s:3][c:4]([CH2:18][OH:19])[c:5]([C:14]([F:15])([F:16])[F:17])[n:6]1[CH2:7][c:8]1[cH:9][cH:10][cH:11][cH:12][cH:13]1. Starting materials: ClC1=NC(=CC(=C1)CCl)Cl (2,6-dichloro-4-chloromethylpyridine), [Si](C)(C)(C(C)(C)C)Cl (tert-butyldimethylsilyl chloride), CN(C=O)C (dimethylformamide), N1C=NC=C1 (imidazole). The solvent is C(C)(=O)OCC (Ethyl acetate). Run at time 5.5 hour. The product is ClC1=NC(=CC(=C1)CO[Si](C)(C)C(C)(C)C)Cl (2,6-dichloro-4-((1,1-dimethylethyl)dimethylsilyl)oxymethylpyridine). Reaction SMILES: [Cl:1][C:2]1[CH:7]=[C:6]([CH2:8]Cl)[CH:5]=[C:4]([Cl:10])[N:3]=1.[Si:11](Cl)([C:14]([CH3:17])([CH3:16])[CH3:15])([CH3:13])[CH3:12].CN(C)C=[O:22].N1C=CN=C1>C(OCC)(=O)C>[Cl:1][C:2]1[CH:7]=[C:6]([CH2:8][O:22][Si:11]([C:14]([CH3:17])([CH3:16])[CH3:15])([CH3:13])[CH3:12])[CH:5]=[C:4]([Cl:10])[N:3]=1. Reported procedure: 0.30 g of 2,6-dichloro-4-chloromethylpyridine and 0.25 g of tert-butyldimethylsilyl chloride were added to 4.0 ml of dimethylformamide, and were dissolved. The solution was cooled in an ice bath. After 0.14 g of imidazole was added, stirring was conducted at room temperature for 5.5 hours. Ethyl acetate was added to the reacted solution. The organic phase was washed with water, and was dried by adding sodium sulfate. The solvent was removed by evaporation, and the residue was purified by silica ...